From a dataset of the Open Reaction Database (ORD), a public repository of structured organic reaction records. describe an organic reaction: reactants, conditions, products, and yield Reactants: ClCCl, ClCCCl, CCCC[N+](C)(CCCC)CCCC, [Cl-], Cl, Nc1ccccc1C(=O)CCCCl, [Na+], [OH-]. The product is Nc1ccccc1C(=O)C1CC1. RXN SMILES: [CH2:17]([Cl:18])[Cl:19].[CH2:20]([Cl:21])[CH2:22][Cl:23].[CH3:25][N+:26]([CH2:27][CH2:28][CH2:29][CH3:30])([CH2:31][CH2:32][CH2:33][CH3:34])[CH2:35][CH2:36][CH2:37][CH3:38].[Cl-:24].[ClH:1].[NH2:2][c:3]1[c:4]([C:9]([CH2:10][CH2:11][CH2:12][Cl:13])=[O:14])[cH:5][cH:6][cH:7][cH:8]1.[Na+:16].[OH-:15]>>[NH2:2][c:3]1[c:4]([C:9]([CH:10]2[CH2:11][CH2:12]2)=[O:14])[cH:5][cH:6][cH:7][cH:8]1. The reactants are resultant residue, NO.Cl (NH2OH.HCl), CCN(C(C)C)C(C)C (DIPEA), Br.C(C)(C)C=1C(=NC=CC1)CN(C1CCC(CC1)N)CC1=NC=CC=C1C (N-(3-Isopropyl-pyridin-2-ylmethyl)-N-(3-methyl-pyridin-2-ylmethyl)-cyclohexane-1,4-diamine HBr salt), C(=O)(N1C=NC=C1)N1C=NC=C1 (1,1′-carbonyl-diimidazole). The solvent is CN(C)C=O (DMF), C1CCOC1 (THF). Conditions: time 16 hour. The product is C(C)(C)C=1C(=NC=CC1)CN([C@@H]1CC[C@H](CC1)NC(=O)NO)CC1=NC=CC=C1C (1-{trans-4-[(3-Isopropyl-pyridin-2-ylmethyl)-(3-methyl-pyridin-2-ylmethyl)-amino]-cyclohexyl}-3-hydroxy-urea). Yield: 45.9%. As a reaction SMILES: Br.[CH:2]([C:5]1[C:6]([CH2:11][N:12]([CH2:20][C:21]2[C:26]([CH3:27])=[CH:25][CH:24]=[CH:23][N:22]=2)[CH:13]2[CH2:18][CH2:17][CH:16]([NH2:19])[CH2:15][CH2:14]2)=[N:7][CH:8]=[CH:9][CH:10]=1)([CH3:4])[CH3:3].[C:28]([N:35]1C=CN=C1)(N1C=CN=C1)=[O:29].N[OH:41].Cl.CCN(C(C)C)C(C)C>C1COCC1.CN(C=O)C>[CH:2]([C:5]1[C:6]([CH2:11][N:12]([CH2:20][C:21]2[C:26]([CH3:27])=[CH:25][CH:24]=[CH:23][N:22]=2)[C@H:13]2[CH2:14][CH2:15][C@H:16]([NH:19][C:28]([NH:35][OH:41])=[O:29])[CH2:17][CH2:18]2)=[N:7][CH:8]=[CH:9][CH:10]=1)([CH3:4])[CH3:3] |f:0.1,3.4|. Reported procedure: A solution of COMPOUND 117 (159 mg, 0.45 mmol) and 1,1′-carbonyl-diimidazole (73 mg, 0.45 mmol) in anhydrous THF (5 mL) was stirred at room temperature, under a N2 atmosphere, for 45 minutes. The mixture was concentrated on a rotary evaporator. To the resultant residue were added DMF (3 mL), NH2OH.HCl (125 mg, 1.8 mmol), and DIPEA (0.40 mL, 2.3 mmol). The mixture was stirred for 16 hours and concentrated. The colorless oily residue was dissolved in EtOAc (15 mL), washed with brine (4×10 mL), dri...